From a dataset of the Open Reaction Database (ORD), a public repository of structured organic reaction records. describe an organic reaction: reactants, conditions, products, and yield The reactants are CC(C)(C)OC(=O)NC(=S)NC(=O)OC(C)(C)C, COc1ccnc(-c2cccc(N)c2)c1, C[n+]1ccccc1Cl, CCN(C(C)C)C(C)C, ClCCl, [I-]. Product: COc1ccnc(-c2cccc(N=C(NC(=O)OC(C)(C)C)NC(=O)OC(C)(C)C)c2)c1. RXN SMILES: [C:16]([CH3:17])([CH3:18])([CH3:19])[O:20][C:21](=[O:22])[NH:23][C:24](=[S:25])[NH:26][C:27](=[O:28])[O:29][C:30]([CH3:31])([CH3:32])[CH3:33].[CH3:1][O:2][c:3]1[cH:4][c:5](-[c:9]2[cH:10][c:11]([NH2:12])[cH:13][cH:14][cH:15]2)[n:6][cH:7][cH:8]1.[CH3:44][n+:45]1[cH:46][cH:47][cH:48][cH:49][c:50]1[Cl:51].[CH:34]([N:35]([CH:36]([CH3:37])[CH3:38])[CH2:39][CH3:40])([CH3:41])[CH3:42].[Cl:52][CH2:53][Cl:54].[I-:43]>>[CH3:1][O:2][c:3]1[cH:4][c:5](-[c:9]2[cH:10][c:11]([N:12]=[C:24]([NH:23][C:21]([O:20][C:16]([CH3:17])([CH3:18])[CH3:19])=[O:22])[NH:26][C:27](=[O:28])[O:29][C:30]([CH3:31])([CH3:32])[CH3:33])[cH:13][cH:14][cH:15]2)[n:6][cH:7][cH:8]1. Starting materials: 3-(3-[2-(1-Pyrrolidinyl)ethoxy]-1,2,5-thiadiazol-4-yl)-1,2,5,6-tetrahydro-1methylpyrid 3-(3-(3-(5-Methyl-2-thienyl)-1-propoxy)- 1,2,5-thiadiazol-4-yl)- 1,2,5,6-tetrahydro- 1-methylpyridine, S1C(=CC=C1)CCCSC1=NSN=C1C=1CN(CCC1)C (3-(3-(3-(2-Thienyl)-1-propylthio)-1,2,5-thiadiazol-4-yl)-1,2,5,6-tetrahydro-1methylpyridine), 3-(3-(3-(2-Thienylthio)-1-propoxy)-1,2,5-thiadiazol-4-yl)-1,2,5,6-tetahydro-1-methylpyridine, S1C(N(CC1)C1=NS(N=C1C=1CN(CCC1)C)SCCC)=O (3-(3-(2-Thiazolidinon-3-yl)-1-propylthio- 1,2,5-thiadiazol-4yl)-1,2,5,6-tetrahydro- 1-methylpyridine), O1C(N(CC1)CCCSC1=NSN=C1C=1CN(CCC1)C)=O (3-(3-(3-(2-Oxazolidinon-3-yl)-1-propylthio)-1,2,5-thiadiazol-4yl )-1,2,5,6-tetrahydro- 1-methylpyridine), C(CC)C1=CC=C(S1)COC1=NSN=C1C=1CN(CCC1)C (3-(3-( (5-Propyl-2-thienyl)methoxy)-1,2,5-thiadiazol-4-yl)-1,2,5,6-tetrahydro-1 methylpyridine), C(CCCC)C1=CC=C(S1)CCCOC1=NSN=C1C=1CN(CCC1)C (3-(3-(3-(5-Pentyl-2-thienyl)-1-propoxy)-1,2,5-thiadiazol-4-yl)-1,2,5,6-tetrahydro-1-methylpyridine), S1C(=CC=C1)CSC1=NSN=C1C=1CN(CCC1)C (3-(3-(2-Thienylmethylthio)-1,2,5-thiadiazol-4-yl)-1,2,5,6-tetrahydro- 1methylpyridine). Product: CN1CC(=CCC1)C=1C(=NSN1)OCCCC=1SC=CC1 (1,2,5,6-Tetrahydro-1-methyl-3-(3-(3-(2-thienyl)-1-propoxy)- 1,2,5-thiadiazol-4-yl)pyridine). Reaction SMILES: C(C1SC(COC2C(C3CN(C)CCC=3)=NSN=2)=CC=1)CC.C([C:28]1[S:32][C:31]([CH2:33][CH2:34][CH2:35][O:36][C:37]2[C:41]([C:42]3[CH2:43][N:44]([CH3:48])[CH2:45][CH2:46][CH:47]=3)=[N:40][S:39][N:38]=2)=[CH:30][CH:29]=1)CCCC.S1C=CC=C1CCCSC1C(C2CN(C)CCC=2)=NSN=1.S1C=CC=C1CSC1C(C2CN(C)CCC=2)=NSN=1.O1CCN(CCCSC2C(C3CN(C)CCC=3)=NSN=2)C1=O.S1CCN(C2C(C3CN(C)CCC=3)=NS(SCCC)N=2)C1=O>>[CH3:48][N:44]1[CH2:45][CH2:46][CH:47]=[C:42]([C:41]2[C:37]([O:36][CH2:35][CH2:34][CH2:33][C:31]3[S:32][CH:28]=[CH:29][CH:30]=3)=[N:38][S:39][N:40]=2)[CH2:43]1. Procedure: A compound according to claim 1, wherein the compound is: 3-(3-[2-(1-Pyrrolidinyl)ethoxy]-1,2,5-thiadiazol-4-yl)-1,2,5,6-tetrahydro-1methylpyrid 3-(3-(3-(5-Methyl-2-thienyl)-1-propoxy)- 1,2,5-thiadiazol-4-yl)- 1,2,5,6-tetrahydro- 1-methylpyridine; 3-(3-( (5-Propyl-2-thienyl)methoxy)-1,2,5-thiadiazol-4-yl)-1,2,5,6-tetrahydro-1 methylpyridine; 3-(3-(3-(5-Pentyl-2-thienyl)-1-propoxy)-1,2,5-thiadiazol-4-yl)-1,2,5,6-tetrahydro-1-methylpyridine; 3-(3-(3-(2-Thienylthio)-1-propoxy)-1,2,5-thiadiazol-4-yl...